This data is from the Open Reaction Database (ORD), a public repository of structured organic reaction records. The task is: describe an organic reaction: reactants, conditions, products, and yield Starting materials: [OH-].[Na+] (sodium hydroxide), [N+](=O)([O-])C1=CC(=C(C=C1)O)N1C=CC=C1 (4-Nitro-2-(1H-pyrrol-1-yl)phenol), BrC(C)Br (dibromoethane), C(=O)([O-])[O-].[K+].[K+] (K2CO3). The solvent is CN(C)C=O (DMF). Run at temperature 70 celsius, time 1 hour. The product is [N+](=O)([O-])C1=CC(=C(OCCBr)C=C1)N1C=CC=C1 (4-nitro-2-(1H-pyrrol-1-yl)phenoxy-2-bromoethane). Yield: 45.1%. As a reaction SMILES: [N+:1]([C:4]1[CH:9]=[CH:8][C:7]([OH:10])=[C:6]([N:11]2[CH:15]=[CH:14][CH:13]=[CH:12]2)[CH:5]=1)([O-:3])=[O:2].[Br:16][CH:17](Br)[CH3:18].C([O-])([O-])=O.[K+].[K+].[OH-].[Na+]>CN(C=O)C>[N+:1]([C:4]1[CH:9]=[CH:8][C:7]([O:10][CH2:18][CH2:17][Br:16])=[C:6]([N:11]2[CH:15]=[CH:14][CH:13]=[CH:12]2)[CH:5]=1)([O-:3])=[O:2] |f:2.3.4,5.6|. Procedure: 4-Nitro-2-(1H-pyrrol-1-yl)phenol (2.3 g, 112.6 mmol) and dibromoethane (29.1 ml, 337.8 mmol) were dissolved in DMF (200 ml) and, after adding K2CO3 (18.68 g), the solution was stirred at 70° C. for 1 h. Thereafter, an aqueous solution of 10% sodium hydroxide was added to the reaction solution to render it basic up to a pH of about 10, followed by three extractions with ethyl acetate. The organic solvent layers were combined and dried with magnesium sulfate, followed by evaporation of the solvent... The reactants are O=C(O)C(=O)N1CCC(Cc2ccccc2)CC1, CCOCC, Nc1ccccc1. The product is O=C(Nc1ccccc1)C(=O)N1CCC(Cc2ccccc2)CC1. RXN SMILES: [CH2:1]([c:2]1[cH:3][cH:4][cH:5][cH:6][cH:7]1)[CH:8]1[CH2:9][CH2:10][N:11]([C:14]([C:15](=[O:16])[OH:17])=[O:18])[CH2:12][CH2:13]1.[CH2:26]([O:27][CH2:28][CH3:29])[CH3:30].[NH2:19][c:20]1[cH:21][cH:22][cH:23][cH:24][cH:25]1>>[CH2:1]([c:2]1[cH:3][cH:4][cH:5][cH:6][cH:7]1)[CH:8]1[CH2:9][CH2:10][N:11]([C:14]([C:15](=[O:17])[NH:19][c:20]2[cH:21][cH:22][cH:23][cH:24][cH:25]2)=[O:18])[CH2:12][CH2:13]1. Reactants: C(C)(=O)O[C@H]1[C@H]([C@@H](C[C@@H]1N1C(=NC2=C1C=C(C(=C2)Cl)Cl)Br)COC(C)=O)OC(C)=O ((±)-(1R*,2S*,3S*,5S*)-3-(Acetoxymethyl)-5-(2-bromo-5,6-dichloro-1H-benzimidazol-1-yl)-1,2-cyclopentanediyl diacetate), C([O-])([O-])=O.[Na+].[Na+] (sodium carbonate), C(C)O (ethanol), CO (methanol). Solvent: O (water), C(C)(=O)O (acetic acid). Run at time 2.5 hour. Product: BrC1=NC2=C(N1[C@H]1C[C@H]([C@@H]([C@@H]1O)O)CO)C=C(C(=C2)Cl)Cl ((±)-(1R*,2S*,3S*,5S*)-5-(2-Bromo-5,6-dichloro-1H-benzimidazol-1-yl)-3-(hydroxymethyl)-1,2-cyclopentanediol). Yield: 61.9%. RXN SMILES: C([O:4][C@@H:5]1[C@@H:9]([N:10]2[C:14]3[CH:15]=[C:16]([Cl:20])[C:17]([Cl:19])=[CH:18][C:13]=3[N:12]=[C:11]2[Br:21])[CH2:8][C@@H:7]([CH2:22][O:23]C(=O)C)[C@@H:6]1[O:27]C(=O)C)(=O)C.C(=O)([O-])[O-].[Na+].[Na+].C(O)C.CO>O.C(O)(=O)C>[Br:21][C:11]1[N:10]([C@@H:9]2[C@@H:5]([OH:4])[C@@H:6]([OH:27])[C@H:7]([CH2:22][OH:23])[CH2:8]2)[C:14]2[CH:15]=[C:16]([Cl:20])[C:17]([Cl:19])=[CH:18][C:13]=2[N:12]=1 |f:1.2.3|. Procedure details: (±)-(1R*,2S*,3S*,5S*)-3-(Acetoxymethyl)-5-(2-bromo-5,6-dichloro-1H-benzimidazol-1-yl)-1,2-cyclopentanediyl diacetate (600 mg, 1.15 mmol) was added to a stirred mixture of sodium carbonate (122 mg) in water (2 mL)-ethanol (10 mL)-methanol (10 mL). After 2.5 hours at ambient temperature, the pH was adjusted to 7 with glacial acetic acid. Volatiles were removed in vacuo and the residue triturated with water (5 mL) and filtered to give white solid. Recrystallization of the solid from 1:1 ethanol-met... Run in CN(C=O)C (dimethylformamide). The product is FC1=CC=C(C=C1)C(CCN1C[C@H]([C@@H](C1)OC1=CC=CC=C1)O)=O (Trans-1-(4-fluorophenyl)-3-(3-hydroxy-4-phenoxy-1-pyrrolidinyl)-1-propanone). RXN SMILES: [O:1]([CH:8]1[CH2:12][NH:11][CH2:10][CH:9]1[OH:13])[C:2]1[CH:7]=[CH:6][CH:5]=[CH:4][CH:3]=1.Cl.CN(C)[CH2:17][CH2:18][C:19]([C:21]1[CH:26]=[CH:25][C:24]([F:27])=[CH:23][CH:22]=1)=[O:20].C(=O)([O-])[O-].[K+].[K+]>CN(C)C=O>[F:27][C:24]1[CH:23]=[CH:22][C:21]([C:19](=[O:20])[CH2:18][CH2:17][N:11]2[CH2:12][C@@H:8]([O:1][C:2]3[CH:7]=[CH:6][CH:5]=[CH:4][CH:3]=3)[C@H:9]([OH:13])[CH2:10]2)=[CH:26][CH:25]=1 |f:1.2,3.4.5|. Starting materials: O(C1=CC=CC=C1)C1C(CNC1)O (4-phenoxy-3-pyrrolidinol), Cl.CN(CCC(=O)C1=CC=C(C=C1)F)C (β-dimethylamino-p-fluoropropiophenone hydrochloride), C([O-])([O-])=O.[K+].[K+] (potassium carbonate). Conditions: temperature 70 celsius, time 6 hour. Reported procedure: A mixture of 3.6 g. (0.02 mole) of 4-phenoxy-3-pyrrolidinol, 5 g. (0.0215 mole) of β-dimethylamino-p-fluoropropiophenone hydrochloride, 10 g. of potassium carbonate and 50 ml. of dimethylformamide was heated with stirring at 70° C. for 6 hr. while nitrogen gas was bubbled through the reaction mixture. The mixture was poured into water and extracted twice with benzene. The combined extracts were dried over anhydrous sodium sulfate and concentrated to give 6.1 g. of an oil as residue. The oil was ... Starting materials: C(C)OC(=O)C=1C=C2C(=C(NC2=CC1)C1=CC(=CC(=C1)C)C)CCN(CCCCC1=CC=C(C=C1)NS(=O)(=O)C)C(=O)OCC1=CC=CC=C1 (3-(2-{benzyloxycarbonyl-[4-(4-methanesulfonylaminophenyl)butyl]amino}ethyl)-2-(3,5-dimethylphenyl)-1H-indole-5-carboxylic acid ethyl ester), [OH-].[K+] (potassium hydroxide), O (water). Run in CO (methanol). Conditions: time 10 hour. Product: C(C1=CC=CC=C1)OC(=O)N(CCC1=C(NC2=CC=C(C=C12)C(=O)O)C1=CC(=CC(=C1)C)C)CCCCC1=CC=C(C=C1)NS(=O)(=O)C (3-(2-{benzyloxycarbonyl-[4-(4-methanesulfonylaminophenyl)butyl]amino}ethyl)-2-(3,5-dimethylphenyl)-1H-indole-5-carboxylic acid). Reaction SMILES: C([O:3][C:4]([C:6]1[CH:7]=[C:8]2[C:12](=[CH:13][CH:14]=1)[NH:11][C:10]([C:15]1[CH:20]=[C:19]([CH3:21])[CH:18]=[C:17]([CH3:22])[CH:16]=1)=[C:9]2[CH2:23][CH2:24][N:25]([C:41]([O:43][CH2:44][C:45]1[CH:50]=[CH:49][CH:48]=[CH:47][CH:46]=1)=[O:42])[CH2:26][CH2:27][CH2:28][CH2:29][C:30]1[CH:35]=[CH:34][C:33]([NH:36][S:37]([CH3:40])(=[O:39])=[O:38])=[CH:32][CH:31]=1)=[O:5])C.[OH-].[K+].O>CO>[CH2:44]([O:43][C:41]([N:25]([CH2:26][CH2:27][CH2:28][CH2:29][C:30]1[CH:35]=[CH:34][C:33]([NH:36][S:37]([CH3:40])(=[O:38])=[O:39])=[CH:32][CH:31]=1)[CH2:24][CH2:23][C:9]1[C:8]2[C:12](=[CH:13][CH:14]=[C:6]([C:4]([OH:5])=[O:3])[CH:7]=2)[NH:11][C:10]=1[C:15]1[CH:16]=[C:17]([CH3:22])[CH:18]=[C:19]([CH3:21])[CH:20]=1)=[O:42])[C:45]1[CH:46]=[CH:47][CH:48]=[CH:49][CH:50]=1 |f:1.2|. Procedure details: A solution of 600 mg (0.862 mmol) of 3-(2-{benzyloxycarbonyl-[4-(4-methanesulfonylaminophenyl)butyl]amino}ethyl)-2-(3,5-dimethylphenyl)-1H-indole-5-carboxylic acid ethyl ester in 18 mL (9 mmol) of 0.50N potassium hydroxide in methanol was stirred at about 60° C. as 2.0 mL of water was added gradually. Stirring was continued at 60°-65° C. under nitrogen for 10 hours. The cooled mixture, which contained a white precipitate, was concentrated to small volume in vacuo. The residual suspension was par... Reactants: Cc1ccc2c(O)cc(C(=O)O)cc2c1Br, C, CCO, [Pd]. The product is Cc1ccc2c(O)cc(C(=O)O)cc2c1. As a reaction SMILES: [Br:1][c:2]1[c:3]([CH3:16])[cH:4][cH:5][c:6]2[c:7]([OH:15])[cH:8][c:9]([C:12](=[O:13])[OH:14])[cH:10][c:11]12.[C:20].[CH3:17][CH2:18][OH:19].[Pd:21]>>[cH:2]1[c:3]([CH3:16])[cH:4][cH:5][c:6]2[c:7]([OH:15])[cH:8][c:9]([C:12](=[O:13])[OH:14])[cH:10][c:11]12.